Dataset: the Open Reaction Database (ORD), a public repository of structured organic reaction records. Task: describe an organic reaction: reactants, conditions, products, and yield Starting materials: O=C(O)c1ccc(C(=O)c2ccccc2)cc1, CCO, [O-][Cl+3]([O-])([O-])O. Yields the product O=C(O)c1ccc(Cc2ccccc2)cc1. Reaction SMILES: [C:1]([c:2]1[cH:3][cH:4][cH:5][cH:6][cH:7]1)(=[O:8])[c:9]1[cH:10][cH:11][c:12]([C:13](=[O:14])[OH:15])[cH:16][cH:17]1.[CH3:18][CH2:19][OH:20].[Cl+3:21]([OH:22])([O-:23])([O-:24])[O-:25]>>[CH2:1]([c:2]1[cH:3][cH:4][cH:5][cH:6][cH:7]1)[c:9]1[cH:10][cH:11][c:12]([C:13](=[O:14])[OH:15])[cH:16][cH:17]1. The reactants are C(C)(C)N(C(C)C)CC (N,N-diisopropylethylamine), C(C1=CC=CC=C1)OC(=O)N1CCC(CC1)C(=O)O (1-(benzyloxycarbonyl)piperidine-4-carboxylic acid), Cl.CNOC (N,O-dimethylhydroxylamine hydrochloride), Cl.C(C)N=C=NCCCN(C)C (1-ethyl-3-(3-dimethylaminopropyl)carbodiimide hydrochloride). Reagents/catalysts: CN(C1=CC=NC=C1)C (4-(dimethylamino)pyridine). Run in C(Cl)Cl (CH2Cl2). Reaction conditions: time 10 minute. Product: CON(C(=O)C1CCN(CC1)C(=O)OCC1=CC=CC=C1)C (Benzyl 4-(methoxy(methyl)carbamoyl)piperidine-1-carboxylate). Yield: 67.1%. Reaction SMILES: [CH2:1]([O:8][C:9]([N:11]1[CH2:16][CH2:15][CH:14]([C:17]([OH:19])=O)[CH2:13][CH2:12]1)=[O:10])[C:2]1[CH:7]=[CH:6][CH:5]=[CH:4][CH:3]=1.Cl.[CH3:21][NH:22][O:23][CH3:24].Cl.C(N=C=NCCCN(C)C)C.C(N(CC)C(C)C)(C)C>CN(C)C1C=CN=CC=1.C(Cl)Cl>[CH3:24][O:23][N:22]([CH3:21])[C:17]([CH:14]1[CH2:13][CH2:12][N:11]([C:9]([O:8][CH2:1][C:2]2[CH:3]=[CH:4][CH:5]=[CH:6][CH:7]=2)=[O:10])[CH2:16][CH2:15]1)=[O:19] |f:1.2,3.4|. Procedure: A mixture of 1-(benzyloxycarbonyl)piperidine-4-carboxylic acid (10 g, 38.0 mmol), N,O-dimethylhydroxylamine hydrochloride (5.56 g, 57.0 mmol), and CH2Cl2 (120 mL) was treated with 1-ethyl-3-(3-dimethylaminopropyl)carbodiimide hydrochloride (10.92 g, 57.0 mmol) and 4-(dimethylamino)pyridine (0.464 g, 3.80 mmol). The mixture was cooled in an ice bath and treated with N,N-diisopropylethylamine (13.23 mL, 76 mmol) over 3 min. After 10 min, the cooling bath was removed and the mixture was stirred at ...